From a dataset of the Open Reaction Database (ORD), a public repository of structured organic reaction records. describe an organic reaction: reactants, conditions, products, and yield The reactants are CNC(=O)C=1N(N=CN1)CC1=C(N=C2N1C=C(C=C2)C)C2=CC=C(C=C2)C (2-(6-Methyl-2-p-tolyl-imidazo[1,2-a]pyridin-3-ylmethyl)-2H-[1,2,4]triazole-3-carboxylic acid methylamide), ClC1=CC=C(C=C1)C=1N=C2N(C=CC=C2)C1CN1N=C(C=C1C(=O)OC)C (methyl 1-((2-(4-chlorophenyl)imidazo[1,2-a]pyridin-3-yl)methyl)-3-methyl-1H-pyrazole-5-carboxylate), CN (methylamine). The product is ClC1=CC=C(C=C1)C=1N=C2N(C=CC=C2)C1CN1N=C(C=C1C(=O)NC)C (1-((2-(4-chlorophenyl)imidazo[1,2-a]pyridin-3-yl)methyl)-N,3-dimethyl-1H-pyrazole-5-carboxamide). As a reaction SMILES: [CH3:1][NH:2]C(C1N(CC2N3C=C(C)C=CC3=NC=2C2C=CC(C)=CC=2)N=CN=1)=O.[Cl:28][C:29]1[CH:34]=[CH:33][C:32]([C:35]2[N:36]=[C:37]3[CH:42]=[CH:41][CH:40]=[CH:39][N:38]3[C:43]=2[CH2:44][N:45]2[C:49]([C:50]([O:52]C)=O)=[CH:48][C:47]([CH3:54])=[N:46]2)=[CH:31][CH:30]=1.CN>>[Cl:28][C:29]1[CH:34]=[CH:33][C:32]([C:35]2[N:36]=[C:37]3[CH:42]=[CH:41][CH:40]=[CH:39][N:38]3[C:43]=2[CH2:44][N:45]2[C:49]([C:50]([NH:2][CH3:1])=[O:52])=[CH:48][C:47]([CH3:54])=[N:46]2)=[CH:31][CH:30]=1. Procedure details: The title compound was prepared according to the procedure described for compound 68 from 3 methyl 1-((2-(4-chlorophenyl)imidazo[1,2-a]pyridin-3-yl)methyl)-3-methyl-1H-pyrazole-5-carboxylate and methylamine. M/e+ 380 for C20H19ClN5O (M+H)+; 1H-NMR (400 MHz, CDCl3) δ 8.29 (d, J=6.6 Hz, 1H), 7.85 (d, J=8.4 Hz, 2H), 7.64 (d, J=8.8 Hz, 1H), 7.42 (d, J=8.4 Hz, 2H), 7.23 (m, 1H), 6.82 (t, J=6.9 Hz, 1H), 6.66 (s, 1H), 6.05 (s, 2H), 3.84 (s, 3H), 2.19 (s, 3H) 1.57 (s, 1H), ppm; The reactants are C(CCC)P(CCCC)CCCC (tri-n-butylphosphine), ClCCCCCC (1-chlorohexane), Cl[SiH](Cl)Cl (trichlorosilane). Run at temperature 150 celsius. Yields the product C(CCCCC)[Si](Cl)(Cl)Cl (n-hexyltrichlorosilane). The yield is 66.8%. RXN SMILES: C(P(CCCC)CCCC)CCC.Cl[CH2:15][CH2:16][CH2:17][CH2:18][CH2:19][CH3:20].[Cl:21][SiH:22]([Cl:24])[Cl:23]>>[CH2:15]([Si:22]([Cl:24])([Cl:23])[Cl:21])[CH2:16][CH2:17][CH2:18][CH2:19][CH3:20]. Reported procedure: In a 25 ml oven dried stainless steel tube, 0.15 g (0.75 mmol) of tri-n-butylphosphine, 0.90 g (7.5 mmol) of 1-chlorohexane, and 5.08 g (37.5 mmol) of trichlorosilane were added under a dry nitrogen atmosphere. After sealing the cylinder with a valve, the reactor was maintained at 150° C. for 12 hrs. The resulting mixture was distilled to yield 1.1 g of n-hexyltrichlorosilane (bp; 215-219° C., yield; 65%). Starting materials: N1N=NN=C1C1=NC2=C3N=C(C=CC3=CC=C2C=C1)C1=NN=NN1 (2,9-bis-(1H-tetrazol-5-yl)-[1,10]phenanthroline), C(C1=CC=CC=C1)(=O)Cl (benzoyl chloride). Solvent: N1=CC=CC=C1 (pyridine). Conditions: temperature 50 celsius, time 8 hour. Product: C1(=CC=CC=C1)C1=NN=C(O1)C1=NC2=C3N=C(C=CC3=CC=C2C=C1)C=1OC(=NN1)C1=CC=CC=C1 (2,9-bis-(5-phenyl-[1,3,4]oxadiazol-2-yl)-[1,10]phenanthroline). Isolated yield 17.8%. As a reaction SMILES: [NH:1]1[C:5]([C:6]2[CH:19]=[CH:18][C:17]3[C:8](=[C:9]4[C:14](=[CH:15][CH:16]=3)[CH:13]=[CH:12][C:11]([C:20]3NN=[N:22][N:21]=3)=[N:10]4)[N:7]=2)=NN=[N:2]1.[C:25](Cl)(=[O:32])[C:26]1[CH:31]=[CH:30][CH:29]=[CH:28][CH:27]=1>N1C=CC=CC=1>[C:26]1([C:25]2[O:32][C:5]([C:6]3[CH:19]=[CH:18][C:17]4[C:8](=[C:9]5[C:14](=[CH:15][CH:16]=4)[CH:13]=[CH:12][C:11]([C:20]4[O:32][C:25]([C:26]6[CH:31]=[CH:30][CH:29]=[CH:28][CH:27]=6)=[N:22][N:21]=4)=[N:10]5)[N:7]=3)=[N:1][N:2]=2)[CH:31]=[CH:30][CH:29]=[CH:28][CH:27]=1. Procedure: Under nitrogen atmosphere, a mixture of 13 g (0.045 mol) 2,9-bis-(1H-tetrazol-5-yl)-[1,10]phenanthroline and 390 ml pyridine was added to a 250 ml three-necked flask. The mixture was then heated to 50° C., and 24.6 g (0.17 mol) benzoyl chloride was then added drop by drop. After the adding, the mixture solution was heated to reflux (110° C.) and stirred overnight. After completion of reaction, the reaction mixture was cooled to room temperature, filtered. Finally, solids were separated, washed b...